The task is: describe an organic reaction: reactants, conditions, products, and yield. This data is from the Open Reaction Database (ORD), a public repository of structured organic reaction records. Starting materials: COC1=CC=C(COCC2=C(C(=C3C(OCC3=C2C)=O)OS(=O)(=O)C2=CC=C(C=C2)C)C/C=C(/CCC(=O)OC)\C)C=C1 (Methyl (E) 6-(1,3-dihydro-6-(4-methoxybenzyloxymethyl)-7-methyl-3-oxo-4-p-toluenesulfonyloxyisobenzofuran-5-yl)-4-methyl-4-hexenoate). The solvent is FC(C(=O)O)(F)F (trifluoroacetic acid). The product is OCC1=C(C(=C2C(OCC2=C1C)=O)OS(=O)(=O)C1=CC=C(C=C1)C)C/C=C(/CCC(=O)OC)\C (methyl (E) 6-(1,3-dihydro-6-hydroxymethyl-7-methyl-3-oxo-4-p-toluenesulfonyloxyisobenzofuran-5-yl)-4-methyl-4-hexenoate). RXN SMILES: COC1C=CC(C[O:8][CH2:9][C:10]2[C:18]([CH3:19])=[C:17]3[C:13]([C:14](=[O:20])[O:15][CH2:16]3)=[C:12]([O:21][S:22]([C:25]3[CH:30]=[CH:29][C:28]([CH3:31])=[CH:27][CH:26]=3)(=[O:24])=[O:23])[C:11]=2[CH2:32]/[CH:33]=[C:34](\[CH3:41])/[CH2:35][CH2:36][C:37]([O:39][CH3:40])=[O:38])=CC=1>FC(F)(F)C(O)=O>[OH:8][CH2:9][C:10]1[C:18]([CH3:19])=[C:17]2[C:13]([C:14](=[O:20])[O:15][CH2:16]2)=[C:12]([O:21][S:22]([C:25]2[CH:30]=[CH:29][C:28]([CH3:31])=[CH:27][CH:26]=2)(=[O:24])=[O:23])[C:11]=1[CH2:32]/[CH:33]=[C:34](\[CH3:41])/[CH2:35][CH2:36][C:37]([O:39][CH3:40])=[O:38]. Procedure details: Methyl (E) 6-(1,3-dihydro-6-(4-methoxybenzyloxymethyl)-7-methyl-3-oxo-4-p-toluenesulfonyloxyisobenzofuran-5-yl)-4-methyl-4-hexenoate (0.5 g) is dissolved in trifluoroacetic acid (10 ml) at 0° C. After 30 minutes the solvent is removed under vacuum and the residue is chromatographed on silica gel, eluting with hexane: ethyl acetate, to afford methyl (E) 6-(1,3-dihydro-6-hydroxymethyl-7-methyl-3-oxo-4-p-toluenesulfonyloxyisobenzofuran-5-yl)-4-methyl-4-hexenoate. The reactants are Cc1nc(C)c(Cc2nc3c(F)c(F)cc(F)c3s2)cc1CC#N, Cl, [Na+], O=C([O-])O, O. Product: Cc1nc(C)c(Cc2nc3c(F)c(F)cc(F)c3s2)cc1CC(=O)O. As a reaction SMILES: [CH3:1][c:2]1[n:3][c:4]([CH3:24])[c:5]([CH2:11][c:12]2[s:13][c:14]3[c:15]([n:16]2)[c:17]([F:23])[c:18]([F:22])[cH:19][c:20]3[F:21])[cH:6][c:7]1[CH2:8][C:9]#[N:10].[ClH:31].[Na+:30].[O-:26][C:27](=[O:28])[OH:29].[OH2:25]>>[CH3:1][c:2]1[n:3][c:4]([CH3:24])[c:5]([CH2:11][c:12]2[s:13][c:14]3[c:15]([n:16]2)[c:17]([F:23])[c:18]([F:22])[cH:19][c:20]3[F:21])[cH:6][c:7]1[CH2:8][C:27](=[O:26])[OH:29]. Reactants: ClCCl, CC(C)O, O=[Cr](=O)([O-])Cl, O=C(OCc1ccccc1)N1CCC(O)CC1, c1cc[nH+]cc1. The product is O=C1CCN(C(=O)OCc2ccccc2)CC1. RXN SMILES: [CH2:33]([Cl:34])[Cl:35].[CH:29]([OH:30])([CH3:31])[CH3:32].[O:18]=[Cr:19]([Cl:20])([O-:21])=[O:22].[OH:1][CH:2]1[CH2:3][CH2:4][N:5]([C:8](=[O:9])[O:10][CH2:11][c:12]2[cH:13][cH:14][cH:15][cH:16][cH:17]2)[CH2:6][CH2:7]1.[nH+:23]1[cH:24][cH:25][cH:26][cH:27][cH:28]1>>[O:1]=[C:2]1[CH2:3][CH2:4][N:5]([C:8](=[O:9])[O:10][CH2:11][c:12]2[cH:13][cH:14][cH:15][cH:16][cH:17]2)[CH2:6][CH2:7]1. Reactants: C(=O)(OCC)C=P(C1=CC=CC=C1)(C1=CC=CC=C1)C1=CC=CC=C1 ((carbethoxymethylene)triphenylphosphorane), FC1=C(C=CC=C1F)[C@H]1[C@@H](C=2C(=NC=CC2)C(CC1)=O)NC(OC(C)(C)C)=O (tert-butyl (5S,6S)-6-(2,3-difluorophenyl)-9-oxo-6,7,8,9-tetrahydro-5H-cyclohepta[b]pyridin-5-ylcarbamate). Run in C1(=CC=CC=C1)C (toluene). The product is C(C)(C)(C)OC(=O)N[C@H]1[C@@H](CC/C(/C2=NC=CC=C21)=C\C(=O)OCC)C2=C(C(=CC=C2)F)F ((E)-ethyl 2-((5S,6S)-5-(tert-butoxycarbonylamino)-6-(2,3-difluorophenyl)-7,8-dihydro-5H-cyclohepta[b]pyridin-9(6H)-ylidene)acetate). Isolated yield 58.8%. As a reaction SMILES: [C:1]([CH:6]=P(C1C=CC=CC=1)(C1C=CC=CC=1)C1C=CC=CC=1)([O:3][CH2:4][CH3:5])=[O:2].[F:26][C:27]1[C:32]([F:33])=[CH:31][CH:30]=[CH:29][C:28]=1[C@@H:34]1[CH2:44][CH2:43][C:42](=O)[C:37]2=[N:38][CH:39]=[CH:40][CH:41]=[C:36]2[C@H:35]1[NH:46][C:47](=[O:53])[O:48][C:49]([CH3:52])([CH3:51])[CH3:50]>C1(C)C=CC=CC=1>[C:49]([O:48][C:47]([NH:46][C@@H:35]1[C:36]2[C:37](=[N:38][CH:39]=[CH:40][CH:41]=2)/[C:42](=[CH:6]/[C:1]([O:3][CH2:4][CH3:5])=[O:2])/[CH2:43][CH2:44][C@H:34]1[C:28]1[CH:29]=[CH:30][CH:31]=[C:32]([F:33])[C:27]=1[F:26])=[O:53])([CH3:51])([CH3:52])[CH3:50]. Procedure details: A mixture of (carbethoxymethylene)triphenylphosphorane (0.214 g, 0.614 mmol) and tert-butyl (5S,6S)-6-(2,3-difluorophenyl)-9-oxo-6,7,8,9-tetrahydro-5H-cyclohepta[b]pyridin-5-ylcarbamate (0.199 g, 0.512 mmol) in toluene (5 mL) was heat to reflux for 18 h. The solvent was removed via vacuum and the crude residue was loaded onto a silica gel column directly. Purification was performed by elution with ethyl acetate in hexane from 0 to 65% to afford the desired product (138 mg, 59%): MS(ESI)[M+H+]=45... Starting materials: Nc1c(F)cc(I)cc1Cl, [Na+], [Na+], O=C([O-])[O-], CN(C)C=O, OB(O)c1ccccc1. Yields the product Nc1c(F)cc(-c2ccccc2)cc1Cl. RXN SMILES: [F:1][c:2]1[c:3]([NH2:4])[c:5]([Cl:10])[cH:6][c:7]([I:9])[cH:8]1.[Na+:20].[Na+:21].[O-:22][C:23](=[O:24])[O-:25].[O:26]=[CH:27][N:28]([CH3:29])[CH3:30].[OH:11][B:12]([OH:13])[c:14]1[cH:15][cH:16][cH:17][cH:18][cH:19]1>>[F:1][c:2]1[c:3]([NH2:4])[c:5]([Cl:10])[cH:6][c:7](-[c:14]2[cH:15][cH:16][cH:17][cH:18][cH:19]2)[cH:8]1. Reactants: [N+](=O)([O-])C1=C(C=C(C(=O)O)C=C1)C(F)(F)F (4-nitro-3-(trifluoromethyl)benzoic acid), C([O-])(O)=O.[Na+] (sodium bicarbonate). Run in Cl (hydrochloric acid), CO (methanol). Yields the product COC(C1=CC(=C(C=C1)[N+](=O)[O-])C(F)(F)F)=O (4-Nitro-3-trifluoromethyl-benzoic acid methyl ester). Isolated yield 90.0%. RXN SMILES: [N+:1]([C:4]1[CH:12]=[CH:11][C:7]([C:8]([OH:10])=[O:9])=[CH:6][C:5]=1[C:13]([F:16])([F:15])[F:14])([O-:3])=[O:2].[C:17](=O)(O)[O-].[Na+]>Cl.CO>[CH3:17][O:9][C:8](=[O:10])[C:7]1[CH:11]=[CH:12][C:4]([N+:1]([O-:3])=[O:2])=[C:5]([C:13]([F:14])([F:15])[F:16])[CH:6]=1 |f:1.2|. Reported procedure: The solution of 4.2 g (17.9 mmol) 4-nitro-3-(trifluoromethyl)benzoic acid (commercially available) in 5.1 mL 1.25 M hydrochloric acid in methanol was refluxed for 5 h. After cooling down to room temperature the solution was poured on saturated aqueous sodium bicarbonate solution and the phases were separated. The aqueous layer was extracted three times with ethyl acetate, the combined organic layers washed with brine, dried over magnesium sulfate and evaporated. After filtration the solvent was ... The reactants are CC1=CC=C(C=C1)C1=C(C(=O)O)C=CC=C1 (2-(4-methylphenyl)benzoic acid), C(C(=O)Cl)(=O)Cl (oxalyl chloride), NC1=CC=C(C(=O)N2CCC(\C(\C3=C2C=CC=C3)=C/C(=O)OC)(F)F)C=C1 (methyl (Z)-[1-(4-aminobenzoyl)-4,4-difluoro-2,3,4,5-tetrahydro-1H-1-benzazepin-5-ylidene]acetate). Product: FC\1(CCN(C2=C(/C1=C/C(=O)OC)C=CC=C2)C(C2=CC=C(C=C2)NC(C2=C(C=CC=C2)C2=CC=C(C=C2)C)=O)=O)F (methyl (Z)-[4,4-difluoro-1-[4-[2-(4methylphenyl)benzoylamino]benzoyl]-2,3,4,5-tetrahydro-1H-1-benzazepin-5-ylidene]acetate). Yield: 54.5%. As a reaction SMILES: [CH3:1][C:2]1[CH:7]=[CH:6][C:5]([C:8]2[CH:16]=[CH:15][CH:14]=[CH:13][C:9]=2[C:10]([OH:12])=O)=[CH:4][CH:3]=1.C(Cl)(=O)C(Cl)=O.[NH2:23][C:24]1[CH:49]=[CH:48][C:27]([C:28]([N:30]2[C:36]3[CH:37]=[CH:38][CH:39]=[CH:40][C:35]=3/[C:34](=[CH:41]/[C:42]([O:44][CH3:45])=[O:43])/[C:33]([F:47])([F:46])[CH2:32][CH2:31]2)=[O:29])=[CH:26][CH:25]=1>>[F:47][C:33]1([F:46])[CH2:32][CH2:31][N:30]([C:28](=[O:29])[C:27]2[CH:26]=[CH:25][C:24]([NH:23][C:10](=[O:12])[C:9]3[CH:13]=[CH:14][CH:15]=[CH:16][C:8]=3[C:5]3[CH:4]=[CH:3][C:2]([CH3:1])=[CH:7][CH:6]=3)=[CH:49][CH:48]=2)[C:36]2[CH:37]=[CH:38][CH:39]=[CH:40][C:35]=2/[C:34]/1=[CH:41]/[C:42]([O:44][CH3:45])=[O:43]. Procedure details: Using 630 mg of 2-(4-methylphenyl)benzoic acid, 0.389 ml of oxalyl chloride and 670 mg of methyl (Z)-[1-(4-aminobenzoyl)-4,4-difluoro-2,3,4,5-tetrahydro-1H-1-benzazepin-5-ylidene]acetate, a similar procedure as in Reference Example 8 was repeated to obtain 556 mg of methyl (Z)-[4,4-difluoro-1-[4-[2-(4methylphenyl)benzoylamino]benzoyl]-2,3,4,5-tetrahydro-1H-1-benzazepin-5-ylidene]acetate.